From a dataset of the Open Reaction Database (ORD), a public repository of structured organic reaction records. describe an organic reaction: reactants, conditions, products, and yield RXN SMILES: C[O:2][C:3]([C:5]1([CH2:11][S:12](=[O:19])(=[O:18])[N:13]([CH:15]2[CH2:17][CH2:16]2)[CH3:14])[CH2:10][CH2:9][CH2:8][CH2:7][CH2:6]1)=[O:4].[OH-].[K+]>CO>[CH:15]1([N:13]([CH3:14])[S:12]([CH2:11][C:5]2([C:3]([OH:4])=[O:2])[CH2:6][CH2:7][CH2:8][CH2:9][CH2:10]2)(=[O:18])=[O:19])[CH2:16][CH2:17]1 |f:1.2|. The yield is 99.0%. Solvent: CO (MeOH). Reactants: COC(=O)C1(CCCCC1)CS(N(C)C1CC1)(=O)=O (1-[(Cyclopropyl-methyl-sulfamoyl)-methyl]-cyclohexanecarboxylic acid methyl ester), [OH-].[K+] (KOH). Conditions: time 18 hour. Procedure details: To a RT solution of MeOH (30 mL) containing ester 1261-E (4 mmol, 1.1 g) was added aqueous KOH (17.6 mL, 61.7 mmol) and the reaction was brought to 55° C. for 18 hours. Volatile were removed under vacuum and residue was acidified to pH 4 with HCl 1.0N. Diluted with EtOAc and washed with water (2×20 mL) and brine. Organic layer was dried over MgSO4, filtered and concentrated down to give acid 1261-F (1.09 g, 96%). Product: C1(CC1)N(S(=O)(=O)CC1(CCCCC1)C(=O)O)C (1-[(Cyclopropyl-methyl-sulfamoyl)-methyl]-cyclohexanecarboxylic acid). The reactants are Cl.COC=1C=C2C=C[N+](=CC2=CC1)[O-] (6-Methoxy-isoquinoline-N-oxide hydrochloride). Run in P(=O)(Cl)(Cl)Cl (phosphoryl chloride). Reaction conditions: temperature 90 celsius, time 6 hour. Product: ClC1=NC=CC2=CC(=CC=C12)OC (1-Chloro-6methoxy-isoquinoline). RXN SMILES: [ClH:1].[CH3:2][O:3][C:4]1[CH:5]=[C:6]2[C:11](=[CH:12][CH:13]=1)[CH:10]=[N+:9]([O-])[CH:8]=[CH:7]2>P(Cl)(Cl)(Cl)=O>[Cl:1][C:10]1[C:11]2[C:6](=[CH:5][C:4]([O:3][CH3:2])=[CH:13][CH:12]=2)[CH:7]=[CH:8][N:9]=1 |f:0.1|. Reported procedure: 6-Methoxy-isoquinoline-N-oxide hydrochloride (1a, 85 g; 400 mmol) was carefully added in portions to phosphoryl chloride (550 mL) at a temperature of 90° C., after which the mixture was stirred for 6 h at 90° C. Excess of phosphoryl chloride was removed in vacuo. The remaining white solid was washed with water, filtered and dried in vacua. Yield: 68 g (88%); white solid; m.p. 72-74° C.; El-MS: 193 (M+). The reactants are FC=1C=C(CNC(=O)C2=C(N(C3=CC(=CC=C23)OC(C)C)CC2=NC=CC=C2)C(=O)OC(C)C)C=CC1F (isopropyl 3-(3,4-difluorobenzylcarbamoyl)-6-isopropoxy-1-(pyridin-2-ylmethyl)-1H-indole-2-carboxylate), FC=1C=C(CNC(=O)C2=C(N(C3=CC(=CC=C23)OC(C)C)CC2=NC=CC=C2)C(=O)OC(C)C)C=CC1F (isopropyl 3-(3,4-difluorobenzylcarbamoyl)-6-isopropoxy-1-(pyridin-2-ylmethyl)-1H-indole-2-carboxylate), [OH-].[Na+] (NaOH). Solvent: CO (MeOH). Product: FC=1C=C(CNC(=O)C2=C(N(C3=CC(=CC=C23)OC(C)C)CC2=NC=CC=C2)C(=O)O)C=CC1F (3-(3,4-Difluorobenzylcarbamoyl)-6-isopropoxy-1-(pyridin-2-ylmethyl)-1H-indole-2-carboxylic Acid). RXN SMILES: [F:1][C:2]1[CH:3]=[C:4]([CH:35]=[CH:36][C:37]=1[F:38])[CH2:5][NH:6][C:7]([C:9]1[C:17]2[C:12](=[CH:13][C:14]([O:18][CH:19]([CH3:21])[CH3:20])=[CH:15][CH:16]=2)[N:11]([CH2:22][C:23]2[CH:28]=[CH:27][CH:26]=[CH:25][N:24]=2)[C:10]=1[C:29]([O:31]C(C)C)=[O:30])=[O:8].[OH-].[Na+]>CO>[F:1][C:2]1[CH:3]=[C:4]([CH:35]=[CH:36][C:37]=1[F:38])[CH2:5][NH:6][C:7]([C:9]1[C:17]2[C:12](=[CH:13][C:14]([O:18][CH:19]([CH3:21])[CH3:20])=[CH:15][CH:16]=2)[N:11]([CH2:22][C:23]2[CH:28]=[CH:27][CH:26]=[CH:25][N:24]=2)[C:10]=1[C:29]([OH:31])=[O:30])=[O:8] |f:1.2|. Procedure: A solution of isopropyl 3-(3,4-difluorobenzylcarbamoyl)-6-isopropoxy-1-(pyridin-2-ylmethyl)-1H-indole-2-carboxylate (Compound 101, 551 mg, 1.06 mmol) in MeOH (15 ml) and NaOH (1 M, 5.3 ml, 5.3 mmol) was stirred at room temperature for 4 h. The reaction was quenched cautiously with 6 M HCl at 0° C., extracted with EtOAc (×3). The combined organic layer was washed with brine, dried over Na2SO4, and concentrated in vacuo. The residue was purified by chromatography on silica gel (EtOAc, then 8:2 EtO...